This data is from the Open Reaction Database (ORD), a public repository of structured organic reaction records. The task is: describe an organic reaction: reactants, conditions, products, and yield Reactants: N([C@@H](CC1=CC=C(C=C1)F)C(=O)N([C@@H](C(C)C)C(=O)N[C@@H](CC1=CC(=C(C=C1)O)C(C)(C)C)C(=O)N)C)C(=O)OC(C)(C)C (Boc-Phe(4-F)-N-Me-Val-Tyr(3-tBu)-NH2), COC(N(C)C)OC (dimethylformamide dimethylacetal), C(C)(=O)O (acetic acid), O.NN (hydrazine monohydrate). Run in C(Cl)Cl (methylene chloride), O (water), O1CCOCC1 (dioxane). Conditions: time 30 minute. Product: C(C)(C)(C)C=1C=C(C=CC1O)CC(C=1NC=NN1)NC(C(C(C)C)N(C)C(C(CC1=CC=C(C=C1)F)NC(=O)OC(C)(C)C)=O)=O (2-((2-t-butoxycarbonylamino-3-(4-fluorophenyl)propionyl)-N-methylamino)-3-methylbutyric acid 2-(3-t-butyl-4-hydroxyphenyl)-1-(1,3,4-triazol-2-yl)ethylamide). Yield: 92.3%. As a reaction SMILES: [NH:1]([C:38]([O:40][C:41]([CH3:44])([CH3:43])[CH3:42])=[O:39])[C@H:2]([C:11]([N:13]([CH3:37])[C@H:14]([C:18]([NH:20][C@H:21]([C:34]([NH2:36])=O)[CH2:22][C:23]1[CH:28]=[CH:27][C:26](O)=[C:25]([C:30]([CH3:33])([CH3:32])[CH3:31])[CH:24]=1)=[O:19])[CH:15]([CH3:17])[CH3:16])=[O:12])[CH2:3][C:4]1[CH:9]=[CH:8][C:7]([F:10])=[CH:6][CH:5]=1.[CH3:45]OC(OC)N(C)C.C(O)(=O)C.[OH2:57].[NH2:58][NH2:59]>C(Cl)Cl.O1CCOCC1.O>[C:30]([C:25]1[CH:24]=[C:23]([CH2:22][CH:21]([NH:20][C:18](=[O:19])[CH:14]([N:13]([C:11](=[O:12])[CH:2]([NH:1][C:38]([O:40][C:41]([CH3:43])([CH3:44])[CH3:42])=[O:39])[CH2:3][C:4]2[CH:5]=[CH:6][C:7]([F:10])=[CH:8][CH:9]=2)[CH3:37])[CH:15]([CH3:16])[CH3:17])[C:34]2[NH:36][CH:45]=[N:58][N:59]=2)[CH:28]=[CH:27][C:26]=1[OH:57])([CH3:32])([CH3:31])[CH3:33] |f:3.4|. Procedure: To a solution of Boc-Phe(4-F)-N-Me-Val-Tyr(3-tBu)-NH2 (400 mg, 0.651 mmol) in methylene chloride (6.5 ml), dimethylformamide dimethylacetal (0.26 ml, 1.954 mmol) was added at room temperature. The mixture was stirred for 30 min. and evaporated to remove the solvent under reduced pressure. To a solution of the thus obtained residue in dioxane (6.5 ml), acetic acid (2 ml) and hydrazine monohydrate (48 μl, 0.977 mmol) were added at room temperature. The mixture was stirred for 40 min., mixed with w...